This data is from the Open Reaction Database (ORD), a public repository of structured organic reaction records. The task is: describe an organic reaction: reactants, conditions, products, and yield Reactants: ClC1=C2C3=CC(CCC3(CC2=CC(=C1Cl)O)CC)=O (5,6-dichloro-9a-ethyl-7-hydroxy-1,2,9,9a-tetrahydro-3H-fluoren-3-one), BrC1(CCCC1)C(=O)OCC (ethyl 1-bromocyclopentane-1-carboxylate), BrCC(=O)OCC (ethyl bromoacetate), ClC1=C2C3=CC(CCC3(CC2=CC(=C1Cl)O)C)=O (5,6-dichloro-7-hydroxy-9a-methyl-1,2,9,9a-tetrahydro-3H-fluoren-3-one). Product: ClC1=C2C3=CC(CCC3(CC2=CC(=C1Cl)OC1(CCCC1)C(=O)OCC)C)=O (ethyl 1-[(5,6-dichloro-9a-methyl-3-oxo-1,2,9,9a-tetrahydro-3H-fluoren-7-yl)oxy]cyclopentane-1-carboxylate). As a reaction SMILES: ClC1C(Cl)=C(O)C=C2C=1C1C(CC)(C2)CCC(=O)C=1.BrCC(OCC)=O.[Cl:27][C:28]1[C:40]([Cl:41])=[C:39]([OH:42])[CH:38]=[C:37]2[C:29]=1[C:30]1[C:35]([CH3:43])([CH2:36]2)[CH2:34][CH2:33][C:32](=[O:44])[CH:31]=1.Br[C:46]1([C:51]([O:53][CH2:54][CH3:55])=[O:52])[CH2:50][CH2:49][CH2:48][CH2:47]1>>[Cl:27][C:28]1[C:40]([Cl:41])=[C:39]([O:42][C:46]2([C:51]([O:53][CH2:54][CH3:55])=[O:52])[CH2:50][CH2:49][CH2:48][CH2:47]2)[CH:38]=[C:37]2[C:29]=1[C:30]1[C:35]([CH3:43])([CH2:36]2)[CH2:34][CH2:33][C:32](=[O:44])[CH:31]=1. Procedure: Carrying out a reaction as described in Example 1, Step D, except that the 5,6-dichloro-9a-ethyl-7-hydroxy-1,2,9,9a-tetrahydro-3H-fluoren-3-one and ethyl bromoacetate are replaced by equimolar quantities of 5,6-dichloro-7-hydroxy-9a-methyl-1,2,9,9a-tetrahydro-3H-fluoren-3-one and ethyl 1-bromocyclopentane-1-carboxylate, there is obtained ethyl 1-[(5,6-dichloro-9a-methyl-3-oxo-1,2,9,9a-tetrahydro-3H-fluoren-7-yl)oxy]cyclopentane-1-carboxylate. The reactants are COc1cccc(C(=O)CBr)c1, CCO, [K+], O, N#C[S-]. Reaction SMILES: [Br:1][CH2:2][C:3](=[O:4])[c:5]1[cH:6][c:7]([O:11][CH3:12])[cH:8][cH:9][cH:10]1.[CH3:18][CH2:19][OH:20].[K+:13].[OH2:17].[S-:14][C:15]#[N:16]>>[CH2:2]([C:3](=[O:4])[c:5]1[cH:6][c:7]([O:11][CH3:12])[cH:8][cH:9][cH:10]1)[S:14][C:15]#[N:16]. Product: COc1cccc(C(=O)CSC#N)c1. Starting materials: CC(=O)Cl, ClCCl, Cl, c1ccc2c(c1)CCO2. Yields the product CC(=O)c1ccc2c(c1)CCO2. Reaction SMILES: [CH3:10][C:11]([Cl:12])=[O:13].[Cl:15][CH2:16][Cl:17].[ClH:14].[O:1]1[CH2:2][CH2:3][c:4]2[c:5]1[cH:6][cH:7][cH:8][cH:9]2>>[O:1]1[CH2:2][CH2:3][c:4]2[c:5]1[cH:6][cH:7][c:8]([C:11]([CH3:10])=[O:13])[cH:9]2. Starting materials: COCCOCCl, [H-], [Na+], C1CCOC1, COC(=O)c1ccc2ccccc2c1O. Product: COCCOCc1c(C(=O)OC)ccc2ccccc12. As a reaction SMILES: [CH3:18][O:19][CH2:20][CH2:21][O:22][CH2:23][Cl:24].[H-:16].[Na+:17].[O:25]1[CH2:26][CH2:27][CH2:28][CH2:29]1.[OH:1][c:2]1[c:3]([C:12](=[O:13])[O:14][CH3:15])[cH:4][cH:5][c:6]2[cH:7][cH:8][cH:9][cH:10][c:11]12>>[c:2]1([CH2:23][O:22][CH2:21][CH2:20][O:19][CH3:18])[c:3]([C:12](=[O:13])[O:14][CH3:15])[cH:4][cH:5][c:6]2[cH:7][cH:8][cH:9][cH:10][c:11]12. The reactants are ClC=1C=C2C(=C(N(C2=CC1)C)C1=CC=C(C=C1)Cl)CCC(=O)N1CCNCC1 (1-{3-[5-chloro-2-(4-chlorophenyl)-1-methyl-1H-indol-3-yl]-1-oxopropyl}piperazine), CC(CC=O)(C)C (3,3-dimethylbutanal). Yields the product ClC=1C=C2C(=C(N(C2=CC1)C)C1=CC=C(C=C1)Cl)CCC(=O)N1CCN(CC1)CCC(C)(C)C (1-{3-[5-Chloro-2-(4-chlorophenyl)-1-methyl-1H-indol-3-yl]-1-oxopropyl}-4-(3,3-dimethylbutyl)piperazine). RXN SMILES: [Cl:1][C:2]1[CH:3]=[C:4]2[C:8](=[CH:9][CH:10]=1)[N:7]([CH3:11])[C:6]([C:12]1[CH:17]=[CH:16][C:15]([Cl:18])=[CH:14][CH:13]=1)=[C:5]2[CH2:19][CH2:20][C:21]([N:23]1[CH2:28][CH2:27][NH:26][CH2:25][CH2:24]1)=[O:22].[CH3:29][C:30]([CH3:35])([CH3:34])[CH2:31][CH:32]=O>>[Cl:1][C:2]1[CH:3]=[C:4]2[C:8](=[CH:9][CH:10]=1)[N:7]([CH3:11])[C:6]([C:12]1[CH:13]=[CH:14][C:15]([Cl:18])=[CH:16][CH:17]=1)=[C:5]2[CH2:19][CH2:20][C:21]([N:23]1[CH2:24][CH2:25][N:26]([CH2:32][CH2:31][C:30]([CH3:35])([CH3:34])[CH3:29])[CH2:27][CH2:28]1)=[O:22]. Procedure details: Prepared from 1-{3-[5-chloro-2-(4-chlorophenyl)-1-methyl-1H-indol-3-yl]-1-oxopropyl}piperazine (Description 31) and 3,3-dimethylbutanal according to the method of Example 145. 1NMR (360 MHz, CDCl3) δ7.58 (1H, d, J 1.7 Hz), 7.48 (2H, d, J 6.5 Hz), 7.31 (2H, d, J 6.5 Hz), 7.24 (1H, d, J 8.6 Hz), 7.20 (1H, dd, J 8.6, 1.7 Hz), 3.58 (2H, m), 3.54 (3H, s), 3.23 (2H, m), 2.98 (2H, m), 2.50 (2H, m), 2.33 (2H, m), 2.28 (2H, m), 2.20 (2H, m), 1.37 (2H, m), and 0.90 (9H, s). m/z (ES+) 500, 502 (M+1). Starting materials: [OH-].[Na+] (sodium hydroxide), C(N)(=O)NCCCCCC(=O)O (N-carbamoyl-6-aminohexanoic acid), OO (hydrogen peroxide), [OH-].[Na+] (sodium hydroxide), C(=O)OO (peroxycarboxylic acid). The solvent is CS(=O)(=O)O (methanesulfonic acid). Run at temperature 15 celsius, time 10 minute. Product: C(N)(=O)NCCCCCC(=O)OO (N-Carbamoyl-6-aminoperoxyhexanoic acid). RXN SMILES: [C:1]([NH:4][CH2:5][CH2:6][CH2:7][CH2:8][CH2:9][C:10]([OH:12])=[O:11])(=[O:3])[NH2:2].OO.[OH-].[Na+].C(OO)=[O:18]>CS(O)(=O)=O>[C:1]([NH:4][CH2:5][CH2:6][CH2:7][CH2:8][CH2:9][C:10]([O:12][OH:18])=[O:11])(=[O:3])[NH2:2] |f:2.3|. Procedure details: 17.4 g (0.1 mol) of N-carbamoyl-6-aminohexanoic acid are dissolved in 50 g of methanesulfonic acid and the solution is cooled to 15° C. 12 g (0.3 mol) of hydrogen peroxide (85% strength by weight) are added dropwise with cooling at such a rate that the internal temperature can be maintained between 15° and 20° C. The mixture is subsequently stirred at 18° C. for a further 10 minutes, then cooled down to 0° C. and adjusted to pH 3 with aqueous sodium hydroxide solution (33% strength by weight). 6...